Dataset: the Open Reaction Database (ORD), a public repository of structured organic reaction records. Task: describe an organic reaction: reactants, conditions, products, and yield Reactants: FC(S(=O)(=O)[O-])(F)F.CC=1[Te]C2=C([N+]1C)C=CC=C2 (2,3-Dimethylbenzotellurazolium trifluoromethanesulfonate), CN(C1=CC=C(C=O)C=C1)C (4-dimethylaminobenzaldehyde). The reagents and catalysts are N1CCCCC1 (piperidine). Solvent: C(C)O (ethanol). The product is FC(S(=O)(=O)[O-])(F)F.CN(C1=CC=C(C=CC=2[Te]C3=C([N+]2C)C=CC=C3)C=C1)C (2-(4-Dimethylaminostyryl)-3-methylbenzotellurazolium Trifluoromethanesulfonate). As a reaction SMILES: [F:1][C:2]([F:8])([F:7])[S:3]([O-:6])(=[O:5])=[O:4].[CH3:9][C:10]1[Te:11][C:12]2[CH:19]=[CH:18][CH:17]=[CH:16][C:13]=2[N+:14]=1[CH3:15].[CH3:20][N:21]([CH3:30])[C:22]1[CH:29]=[CH:28][C:25]([CH:26]=O)=[CH:24][CH:23]=1>C(O)C.N1CCCCC1>[F:1][C:2]([F:8])([F:7])[S:3]([O-:6])(=[O:5])=[O:4].[CH3:20][N:21]([CH3:30])[C:22]1[CH:29]=[CH:28][C:25]([CH:26]=[CH:9][C:10]2[Te:11][C:12]3[CH:19]=[CH:18][CH:17]=[CH:16][C:13]=3[N+:14]=2[CH3:15])=[CH:24][CH:23]=1 |f:0.1,5.6|. Procedure: 2,3-Dimethylbenzotellurazolium trifluoromethanesulfonate (Example 30) (0.80 g, 0.002 mole) and 4-dimethylaminobenzaldehyde (0.30 g, 0.002 mole) were heated together in ethanol (about 30 ml), with one drop of piperidine present, to boiling and maintained at boiling for ten minutes. An intense red color developed. The dye separated as crystals on cooling. After overnight chilling they were isolated by filtration and recrystallized from ethanol, using diethyl ether to aid in reprecipitation. Yield ... Reactants: C1(CCCC1)C1C2=C(B(O1)O)C=C(C=C2)NC(C2=C(C=CC=C2)C(F)(F)F)=O (N-(3-cyclopentyl-1-hydroxy-1,3-dihydro-benzo[c][1,2]oxaborol-6-yl)-2-trifluoromethyl-benzamide), FC1=C(C(=O)Cl)C=CC=C1 (2-fluorobenzoyl chloride). Yields the product C1(CCCC1)C1C2=C(B(O1)O)C=C(C=C2)NC(C2=CC=C(C=C2)F)=O (N-(3-Cyclopentyl-1-hydroxy-1,3-dihydro-benzo[c][1,2]oxaborol-6-yl)-4-fluoro-benzamide). Reaction SMILES: [CH:1]1([CH:6]2[O:10][B:9]([OH:11])[C:8]3[CH:12]=[C:13]([NH:16][C:17](=[O:28])[C:18]4[CH:23]=[CH:22][CH:21]=[CH:20][C:19]=4C(F)(F)F)[CH:14]=[CH:15][C:7]2=3)[CH2:5][CH2:4][CH2:3][CH2:2]1.[F:29]C1C=CC=CC=1C(Cl)=O>>[CH:1]1([CH:6]2[O:10][B:9]([OH:11])[C:8]3[CH:12]=[C:13]([NH:16][C:17](=[O:28])[C:18]4[CH:23]=[CH:22][C:21]([F:29])=[CH:20][CH:19]=4)[CH:14]=[CH:15][C:7]2=3)[CH2:2][CH2:3][CH2:4][CH2:5]1. Reported procedure: The title compound was prepared using a procedure similar to that of N-(3-cyclopentyl-1-hydroxy-1,3-dihydro-benzo[c][1,2]oxaborol-6-yl)-2-trifluoromethyl-benzamide with 2-fluorobenzoyl chloride replacing 2-trifluoromethylbenzoyl chloride. Data: LCMS (M/Z): 340 (M+H); 1H NMR (acetone) δ: 9.54 (br. s., 1H), 8.17 (d, J=2.0 Hz, 1H), 8.03-8.11 (m, 3H), 7.80 (dd, J=8.3, 2.1 Hz, 1H), 7.37 (d, J=8.2 Hz, 1H), 7.22-7.30 (m, 2H), 5.12 (d, J=4.8 Hz, 1H), 2.26-2.35 (m, 1H), 1.81-1.91 (m, 1H), 1.62-1.73 (m, 2... Reaction SMILES: [CH3:31][C:32](=[O:33])[OH:34].[Cl:38][CH:39]([Cl:40])[CH3:41].[ClH:35].[F:16][C:17]([CH:18]([F:19])[F:20])([O:21][c:22]1[cH:23][c:24]([CH:25]=[O:26])[cH:27][cH:28][cH:29]1)[F:30].[F:1][c:2]1[cH:3][cH:4][c:5]([O:6][c:7]2[cH:8][c:9]([NH2:10])[cH:11][cH:12][cH:13]2)[cH:14][cH:15]1.[Na+:37].[OH-:36]>>[F:1][c:2]1[cH:3][cH:4][c:5]([O:6][c:7]2[cH:8][c:9]([NH:10][CH2:25][c:24]3[cH:23][c:22]([O:21][C:17]([F:16])([CH:18]([F:19])[F:20])[F:30])[cH:29][cH:28][cH:27]3)[cH:11][cH:12][cH:13]2)[cH:14][cH:15]1. The product is Fc1ccc(Oc2cccc(NCc3cccc(OC(F)(F)C(F)F)c3)c2)cc1. Reactants: CC(=O)O, CC(Cl)Cl, Cl, O=Cc1cccc(OC(F)(F)C(F)F)c1, Nc1cccc(Oc2ccc(F)cc2)c1, [Na+], [OH-].